From a dataset of the Open Reaction Database (ORD), a public repository of structured organic reaction records. describe an organic reaction: reactants, conditions, products, and yield Reactants: CC[C@@H]1[C@@]([C@@H]([C@H](C(=O)[C@@H](C[C@@]([C@@H]([C@H]([C@@H]([C@H](C(=O)O1)C)O[C@H]2C[C@@]([C@H]([C@@H](O2)C)O)(C)OC)C)O[C@H]3[C@@H]([C@H](C[C@H](O3)C)N(C)C)O)(C)O)C)C)O)(C)O.C(#N)S (erythromycin thiocyanate), mixture, CC(=O)C (acetone). Solvent: ClCCl (dichloromethane), ClCCl (dichloromethane). Run at temperature 34 celsius. Yields the product CC[C@@H]1[C@@]([C@@H]([C@H](C(=O)[C@@H](C[C@@]([C@@H]([C@H]([C@@H]([C@H](C(=O)O1)C)O[C@H]2C[C@@]([C@H]([C@@H](O2)C)O)(C)OC)C)O[C@H]3[C@@H]([C@H](C[C@H](O3)C)N(C)C)O)(C)O)C)C)O)(C)O (erythromycin A). Yield: 15.0%. Reaction SMILES: [CH3:1][CH2:2][C@H:3]1[O:18][C:16](=[O:17])[C@H:15]([CH3:19])[C@@H:14]([O:20][C@@H:21]2[O:26][C@@H:25]([CH3:27])[C@H:24]([OH:28])[C@@:23]([O:30][CH3:31])([CH3:29])[CH2:22]2)[C@H:13]([CH3:32])[C@@H:12]([O:33][C@@H:34]2[O:39][C@H:38]([CH3:40])[CH2:37][C@H:36]([N:41]([CH3:43])[CH3:42])[C@H:35]2[OH:44])[C@@:11]([OH:46])([CH3:45])[CH2:10][C@@H:9]([CH3:47])[C:7](=[O:8])[C@H:6]([CH3:48])[C@@H:5]([OH:49])[C@@:4]1([OH:51])[CH3:50].C(S)#N.CC(C)=O>ClCCl>[CH3:1][CH2:2][C@H:3]1[O:18][C:16](=[O:17])[C@H:15]([CH3:19])[C@@H:14]([O:20][C@@H:21]2[O:26][C@@H:25]([CH3:27])[C@H:24]([OH:28])[C@@:23]([O:30][CH3:31])([CH3:29])[CH2:22]2)[C@H:13]([CH3:32])[C@@H:12]([O:33][C@@H:34]2[O:39][C@H:38]([CH3:40])[CH2:37][C@H:36]([N:41]([CH3:42])[CH3:43])[C@H:35]2[OH:44])[C@@:11]([OH:46])([CH3:45])[CH2:10][C@@H:9]([CH3:47])[C:7](=[O:8])[C@H:6]([CH3:48])[C@@H:5]([OH:49])[C@@:4]1([OH:51])[CH3:50] |f:0.1|. Procedure details: A mixture of erythromycin thiocyanate and other impurities (100 g) was added into a solvent mixture (300 mL) comprising dichloromethane and acetone (the volume content of dichloromethane is 60%), stirred under heat to 34° C. and adjusted to pH 12 until the solution became clear. The upper aqueous phase was separated and removed to obtain a dichloromethane solution with about 15% of erythromycin A. The dichloromethane solution was cooled to 23° C., kept for one hour and then cooled to 3° C. in 16... Reactants: C(C)(C)(C)OC(=O)N1CC(C1)CN1N=CC2=CC=C3C(=C12)C=CO3 (1-(1-t-butoxycarbonylazetidin-3-ylmethyl)-1H-furo[2,3-g]indazole), C(C)(=O)OCC (ethyl acetate), C(C)OC(C)=O.Cl (hydrochloric acid ethyl acetate). Reaction conditions: time 4 hour. Product: C(\C=C\C(=O)O)(=O)O.ClCC(CN)CN1N=CC2=CC=C3C(=C12)C=CO3 (2-chloromethyl-3-(1H-furo[2,3-g]indazol-1-yl)propylamine fumarate). As a reaction SMILES: C(OC([N:8]1[CH2:11][CH:10]([CH2:12][N:13]2[C:21]3[C:16](=[CH:17][CH:18]=[C:19]4[O:24][CH:23]=[CH:22][C:20]4=3)[CH:15]=[N:14]2)[CH2:9]1)=O)(C)(C)C.C([O:27][C:28](=[O:30])[CH3:29])C.[ClH:31].[C:32]([O:35]CC)(=[O:34])[CH3:33]>>[C:28]([OH:27])(=[O:30])/[CH:29]=[CH:33]/[C:32]([OH:35])=[O:34].[Cl:31][CH2:11][CH:10]([CH2:12][N:13]1[C:21]2[C:16](=[CH:17][CH:18]=[C:19]3[O:24][CH:23]=[CH:22][C:20]3=2)[CH:15]=[N:14]1)[CH2:9][NH2:8] |f:1.2,4.5|. Procedure details: To an ethyl acetate (10 ml) solution containing 0.46 g of 1-(1-t-butoxycarbonylazetidin-3-ylmethyl)-1H-furo[2,3-g]indazole was added 4 N hydrochloric acid ethyl acetate solution (3 ml), and the resulting mixture was stirred at room temperature for 4 hours. After evaporation of the solvent under a reduced pressure, the residue was extracted with chloroform and washed with 1 N sodium hydroxide and then the thus obtained organic layer was dried with anhydrous sodium sulfate. After removal of the dr... Starting materials: BrB(Br)Br, ClCCl, CNC(=O)c1ccc(Oc2cc(OC(C)COC)cc(-c3ccc(C4=NCC(C)O4)[nH]3)c2)cn1, [Na+], O=C([O-])O. Yields the product CNC(=O)c1ccc(Oc2cc(OC(C)CO)cc(-c3ccc(C4=NCC(C)O4)[nH]3)c2)cn1. Reaction SMILES: [B:35]([Br:36])([Br:37])[Br:38].[CH2:44]([Cl:45])[Cl:46].[CH3:1][O:2][CH2:3][CH:4]([O:5][c:6]1[cH:7][c:8]([O:9][c:10]2[cH:11][cH:12][c:13]([C:16](=[O:17])[NH:18][CH3:19])[n:14][cH:15]2)[cH:20][c:21](-[c:23]2[nH:24][c:25]([C:28]3=[N:32][CH2:31][CH:30]([CH3:33])[O:29]3)[cH:26][cH:27]2)[cH:22]1)[CH3:34].[Na+:39].[OH:40][C:41](=[O:42])[O-:43]>>[OH:2][CH2:3][CH:4]([O:5][c:6]1[cH:7][c:8]([O:9][c:10]2[cH:11][cH:12][c:13]([C:16](=[O:17])[NH:18][CH3:19])[n:14][cH:15]2)[cH:20][c:21](-[c:23]2[nH:24][c:25]([C:28]3=[N:32][CH2:31][CH:30]([CH3:33])[O:29]3)[cH:26][cH:27]2)[cH:22]1)[CH3:34]. Yield: 89.9%. Run at temperature 20 celsius, time 4 hour. Procedure: A solution of 2-hydroxy-3-methylbenzaldehyde 20.0 g (147 mmol) prepared by the above 1-(1) in dimethylformamide (DMF) (100 ml) was added to the suspension of sodium hydride 6.5 g (163 mmol) with purity 60% and DMF (40 ml) under ice-cooling. After completion of emission of hydrogen gas, benzyl bromide 25.0 g (147 mmol) was dropped to it in a ice bath. The reaction mixture was stirred for 4 hours at 20° C. After the disappearance of the raw material, water was added to the reaction mixture and it ... Starting materials: [H-].[Na+] (sodium hydride), OC1=C(C=O)C=CC=C1C (2-hydroxy-3-methylbenzaldehyde), raw material, [H][H] (hydrogen), C(C1=CC=CC=C1)Br (benzyl bromide). Run in CN(C=O)C (DMF), CN(C=O)C (dimethylformamide), O (water). Reaction SMILES: [OH:1][C:2]1[C:9]([CH3:10])=[CH:8][CH:7]=[CH:6][C:3]=1[CH:4]=[O:5].[H-].[Na+].[H][H].[CH2:15](Br)[C:16]1[CH:21]=[CH:20][CH:19]=[CH:18][CH:17]=1>CN(C)C=O.O>[CH2:15]([O:1][C:2]1[C:9]([CH3:10])=[CH:8][CH:7]=[CH:6][C:3]=1[CH:4]=[O:5])[C:16]1[CH:21]=[CH:20][CH:19]=[CH:18][CH:17]=1 |f:1.2|. Product: C(C1=CC=CC=C1)OC1=C(C=O)C=CC=C1C (2-benzyloxy-3-methylbenzaldehyde). The reactants are C=1C=CC(=CC1)P(C=2C=CC=CC2)C3=CC=C4C=CC=CC4=C3C5=C6C=CC=CC6=CC=C5P(C=7C=CC=CC7)C=8C=CC=CC8 (BINAP), C(=O)([O-])[O-].[Cs+].[Cs+] (Cs2CO3), FC(S(=O)(=O)OC1=C(C2=CC=CC=C2C=C1)Cl)(F)F (1-chloronaphthalen-2-yl trifluoromethanesulfonate), NCCNC(OC(C)(C)C)=O (tert-butyl (2-aminoethyl)carbamate). Reagents/catalysts: CC(=O)[O-].CC(=O)[O-].[Pd+2] (Pd(OAc)2). Solvent: O1CCOCC1 (dioxane). The product is ClC1=C(C=CC2=CC=CC=C12)NCCNC(OC(C)(C)C)=O (tert-butyl {2-[(1-chloronaphthalen-2-yl)amino]ethyl}carbamate). Isolated yield 48.0%. As a reaction SMILES: C1C=CC(P(C2C(C3C(P(C4C=CC=CC=4)C4C=CC=CC=4)=CC=C4C=3C=CC=C4)=C3C(C=CC=C3)=CC=2)C2C=CC=CC=2)=CC=1.C([O-])([O-])=O.[Cs+].[Cs+].FC(F)(F)S(O[C:59]1[CH:68]=[CH:67][C:66]2[C:61](=[CH:62][CH:63]=[CH:64][CH:65]=2)[C:60]=1[Cl:69])(=O)=O.[NH2:72][CH2:73][CH2:74][NH:75][C:76](=[O:82])[O:77][C:78]([CH3:81])([CH3:80])[CH3:79]>CC([O-])=O.CC([O-])=O.[Pd+2].O1CCOCC1>[Cl:69][C:60]1[C:61]2[C:66](=[CH:65][CH:64]=[CH:63][CH:62]=2)[CH:67]=[CH:68][C:59]=1[NH:72][CH2:73][CH2:74][NH:75][C:76](=[O:82])[O:77][C:78]([CH3:80])([CH3:79])[CH3:81] |f:1.2.3,6.7.8|. Procedure: An oven-dried microwave vial was evacuated and backfilled with argon. The vial was charged with Pd(OAc)2 (25 mg 0.113 mmol, 10 mol % Pd), BINAP (112 mg, 0.17 mmol, 15 mol %), and Cs2CO3 (733 mg, 2.25 mmol) and evacuated and backfilled with argon. The flask was capped with a rubber septum, and dry dioxane (6 mL), 1-chloronaphthalen-2-yl trifluoromethanesulfonate (350 mg, 1.13 mmol), and tert-butyl (2-aminoethyl)carbamate (361 mg, 2.25 mmol) were added through the septum. Then, the reaction vial w...